This data is from the Open Reaction Database (ORD), a public repository of structured organic reaction records. The task is: describe an organic reaction: reactants, conditions, products, and yield The solvent is O1CCCC1 (tetrahydrofuran). The reactants are BrC=1C=C2C(=CNC2=CC1)CCN1CCN(CC1)C1=NC=CC2=C1C=CN2 (4-{4-[2-(5-Bromo-1H-indol-3-yl)ethyl]-1-piperazinyl}-1H-pyrrolo[3,2-c]pyridine), C(C)(C)(C)[Li] (tert-butyllithium), [NH4+].[Cl-] (NH4Cl), CN(C=O)C (dimethylformamide). Reaction SMILES: Br[C:2]1[CH:3]=[C:4]2[C:8](=[CH:9][CH:10]=1)[NH:7][CH:6]=[C:5]2[CH2:11][CH2:12][N:13]1[CH2:18][CH2:17][N:16]([C:19]2[C:24]3[CH:25]=[CH:26][NH:27][C:23]=3[CH:22]=[CH:21][N:20]=2)[CH2:15][CH2:14]1.C([Li])(C)(C)C.CN(C)[CH:35]=[O:36].[NH4+].[Cl-]>O1CCCC1>[NH:27]1[C:23]2[CH:22]=[CH:21][N:20]=[C:19]([N:16]3[CH2:17][CH2:18][N:13]([CH2:12][CH2:11][C:5]4[C:4]5[C:8](=[CH:9][CH:10]=[C:2]([CH:35]=[O:36])[CH:3]=5)[NH:7][CH:6]=4)[CH2:14][CH2:15]3)[C:24]=2[CH:25]=[CH:26]1 |f:3.4|. Procedure: A solution at −78° C. of 1.5 mmol of the compound obtained in Step 3 in tetrahydrofuran is treated with 9 mmol of tert-butyllithium (1.8M in hexane). After stirring the mixture for 1 hour, 12 mmol of dimethylformamide are added and the mixture is brought to ambient temperature. After reaction for 4 hours, the solution is hydrolysed by a saturated solution of NH4Cl and then extracted with dichloromethane. After treating the organic phase in conventional manner, chromatography of the residue on si... The product is N1C=CC=2C(=NC=CC21)N2CCN(CC2)CCC2=CNC1=CC=C(C=C21)C=O (3-{2-[4-(1H-Pyrrolo[3,2-c]pyridin-4-yl)-1-piperazinyl]ethyl}-1H-indol-5-carbaldehyde). Conditions: time 1 hour. The reactants are bromoacetophenones, BrCC(=O)C1=C(C=CC(=C1)S(N(C)C)(=O)=O)Cl (2-bromo-2'-chloro-5'-dimethylsulfamoyl-acetophenone), BrCC(=O)C1=C(C=CC(=C1)S(NC)(=O)=O)Cl (2-bromo-2'-chloro-5'-methylsulfamoyl-acetophenone), BrCC(=O)C1=C(C=CC(=C1)S(N(C)C)(=O)=O)C (2-bromo-2'-methyl-5'-dimethylsulfamoylacetophenone), BrCC(=O)C1=C(C=CC(=C1)S(N)(=O)=O)C (2-bromo-2'-methyl-5'-sulfamoylacetophenone), BrCC(=O)C1=CC(=CC(=C1)S(N(C)C)(=O)=O)C (2-bromo-3'-methyl-5'-dimethylsulfamoylacetophenone), BrCC(=O)C1=C(C=CC(=C1)S(N(C)C)(=O)=O)Br (2,2'-dibromo-5'-dimethylsulfamoyl-acetophenone), BrCC(=O)C1=CC(=CC(=C1)S(N(C)C)(=O)=O)Cl (2-bromo-3'-chloro-5'-dimethylsulfamoyl-acetophenone), BrCC(=O)C1=C(C=CC(=C1)S(N)(=O)=O)Cl (2-bromo-2'-chloro-5'-sulfamoylacetophenone). The product is BrCC(=O)C1=CC(=CC(=C1)S(N)(=O)=O)C (2-bromo-3'-methyl-5'-sulfamoylacetophenone). RXN SMILES: [Br:1][CH2:2][C:3]([C:5]1[CH:10]=[C:9]([S:11](=[O:16])(=[O:15])[N:12](C)C)[CH:8]=[CH:7][C:6]=1Br)=[O:4].Br[CH2:19]C(C1C=C(S(=O)(=O)N(C)C)C=C(Cl)C=1)=O.BrCC(C1C=C(S(=O)(=O)NC)C=CC=1Cl)=O.BrCC(C1C=C(S(=O)(=O)N(C)C)C=CC=1Cl)=O.BrCC(C1C=C(S(=O)(=O)N)C=CC=1Cl)=O.BrCC(C1C=C(S(=O)(=O)N(C)C)C=C(C)C=1)=O.BrCC(C1C=C(S(=O)(=O)N(C)C)C=CC=1C)=O.BrCC(C1C=C(S(=O)(=O)N)C=CC=1C)=O>>[Br:1][CH2:2][C:3]([C:5]1[CH:10]=[C:9]([S:11](=[O:16])(=[O:15])[NH2:12])[CH:8]=[C:7]([CH3:19])[CH:6]=1)=[O:4]. Procedure: The bromoacetophenones listed below were prepared in an analogous manner: 2,2'-dibromo-5'-dimethylsulfamoyl-acetophenone, melting point 88° C., 2-bromo-3'-chloro-5'-dimethylsulfamoyl-acetophenone, melting point 77°-78° C., 2-bromo-2'-chloro-5'-methylsulfamoyl-acetophenone, melting point 99°-101° C., 2-bromo-2'-chloro-5'-dimethylsulfamoyl-acetophenone, melting point 87°-88° C., 2-bromo-2'-chloro-5'-sulfamoylacetophenone, melting point 152°-154° C., 2-bromo-3'-methyl-5'-dimethylsulfamoylacetopheno... The reactants are CCCCP(CCCC)CCCC, C1CCOC1, N#C[Se]c1ccccc1[N+](=O)[O-], OCCCCOCCc1ccccc1. Yields the product C=CCCOCCc1ccccc1. Reaction SMILES: [CH2:27]([P:28]([CH2:29][CH2:30][CH2:31][CH3:32])[CH2:33][CH2:34][CH2:35][CH3:36])[CH2:37][CH2:38][CH3:39].[CH2:40]1[O:41][CH2:42][CH2:43][CH2:44]1.[N+:15]([c:16]1[cH:17][cH:18][cH:19][cH:20][c:21]1[Se:22][C:23]#[N:24])([O-:25])=[O:26].[c:1]1([CH2:7][CH2:8][O:9][CH2:10][CH2:11][CH2:12][CH2:13][OH:14])[cH:2][cH:3][cH:4][cH:5][cH:6]1>>[c:1]1([CH2:7][CH2:8][O:9][CH2:10][CH2:11][CH:12]=[CH2:13])[cH:2][cH:3][cH:4][cH:5][cH:6]1. Yields the product CN(C)C(=O)CCCOc1ccc2c(c1)CC(NC(=O)OC(C)(C)C)CC2. Starting materials: CC(C)(C)OC(=O)NC1CCc2ccc(OCCCC(=O)O)cc2C1, CNC, C1CCOC1. RXN SMILES: [C:1]([CH3:2])([CH3:3])([CH3:4])[O:5][C:6](=[O:7])[NH:8][CH:9]1[CH2:10][c:11]2[cH:12][c:13]([O:19][CH2:20][CH2:21][CH2:22][C:23](=[O:24])[OH:25])[cH:14][cH:15][c:16]2[CH2:17][CH2:18]1.[CH3:26][NH:27][CH3:28].[O:29]1[CH2:30][CH2:31][CH2:32][CH2:33]1>>[C:1]([CH3:2])([CH3:3])([CH3:4])[O:5][C:6](=[O:7])[NH:8][CH:9]1[CH2:10][c:11]2[cH:12][c:13]([O:19][CH2:20][CH2:21][CH2:22][C:23](=[O:25])[N:27]([CH3:26])[CH3:28])[cH:14][cH:15][c:16]2[CH2:17][CH2:18]1. Reactants: COC(=O)c1ccc(Br)cc1, Cc1cc2c(cc1O)C(C)(C)CCC2(C)C. The product is COC(=O)c1ccc(Oc2cc3c(cc2C)C(C)(C)CCC3(C)C)cc1. As a reaction SMILES: [Br:17][c:18]1[cH:19][cH:20][c:21]([C:22](=[O:23])[O:24][CH3:25])[cH:26][cH:27]1.[CH3:1][c:2]1[c:3]([OH:16])[cH:4][c:5]2[c:10]([cH:11]1)[C:9]([CH3:12])([CH3:13])[CH2:8][CH2:7][C:6]2([CH3:14])[CH3:15]>>[CH3:1][c:2]1[c:3]([O:16][c:18]2[cH:19][cH:20][c:21]([C:22](=[O:23])[O:24][CH3:25])[cH:26][cH:27]2)[cH:4][c:5]2[c:10]([cH:11]1)[C:9]([CH3:12])([CH3:13])[CH2:8][CH2:7][C:6]2([CH3:14])[CH3:15].